Dataset: the Open Reaction Database (ORD), a public repository of structured organic reaction records. Task: describe an organic reaction: reactants, conditions, products, and yield Starting materials: C=CC(=O)OC(C)(C)C, CCCC[N+](CCCC)(CCCC)CCCC, COc1ccc(-c2c(-c3ccccc3)oc3ncnc(OC(C)C(C)O)c23)cc1, ClCCl, [Na+], [OH-], O=S(=O)([O-])O. The product is COc1ccc(-c2c(-c3ccccc3)oc3ncnc(OC(C)C(C)OCCC(=O)OC(C)(C)C)c23)cc1. Reaction SMILES: [C:32]([CH:33]=[CH2:34])(=[O:35])[O:36][C:37]([CH3:38])([CH3:39])[CH3:40].[CH2:46]([N+:47]([CH2:48][CH2:49][CH2:50][CH3:51])([CH2:52][CH2:53][CH2:54][CH3:55])[CH2:56][CH2:57][CH2:58][CH3:59])[CH2:60][CH2:61][CH3:62].[CH3:3][O:4][c:5]1[cH:6][cH:7][c:8](-[c:11]2[c:12](-[c:26]3[cH:27][cH:28][cH:29][cH:30][cH:31]3)[o:13][c:14]3[n:15][cH:16][n:17][c:18]([O:20][CH:21]([CH:22]([CH3:23])[OH:24])[CH3:25])[c:19]23)[cH:9][cH:10]1.[Cl:63][CH2:64][Cl:65].[Na+:2].[OH-:1].[S:41]([O-:42])([OH:43])(=[O:44])=[O:45]>>[CH3:3][O:4][c:5]1[cH:6][cH:7][c:8](-[c:11]2[c:12](-[c:26]3[cH:27][cH:28][cH:29][cH:30][cH:31]3)[o:13][c:14]3[n:15][cH:16][n:17][c:18]([O:20][CH:21]([CH:22]([CH3:23])[O:24][CH2:34][CH2:33][C:32](=[O:35])[O:36][C:37]([CH3:38])([CH3:39])[CH3:40])[CH3:25])[c:19]23)[cH:9][cH:10]1. The reactants are ice water, BrC=1C=C2C(=C(C(=NC2=CC1)Cl)CC1=CC=C(C=C1)F)Cl (6-bromo-2,4-dichloro-3-(4-fluorobenzyl)quinoline), BrC=1C=C2C(=C(C(=NC2=CC1)Cl)CC1=CC=C(C=C1)F)Cl (6-bromo-2,4-dichloro-3-(4-fluorobenzyl)quinoline), C[O-].[Na+] (sodium methoxide), CO (methanol). Product: BrC=1C=C2C(=C(C(=NC2=CC1)OC)CC1=CC=C(C=C1)F)Cl (6-Bromo-4-chloro-3-(4-fluorobenzyl)-2-methoxyquinoline). As a reaction SMILES: [Br:1][C:2]1[CH:3]=[C:4]2[C:9](=[CH:10][CH:11]=1)[N:8]=[C:7](Cl)[C:6]([CH2:13][C:14]1[CH:19]=[CH:18][C:17]([F:20])=[CH:16][CH:15]=1)=[C:5]2[Cl:21].[CH3:22][O-:23].[Na+].CO>>[Br:1][C:2]1[CH:3]=[C:4]2[C:9](=[CH:10][CH:11]=1)[N:8]=[C:7]([O:23][CH3:22])[C:6]([CH2:13][C:14]1[CH:19]=[CH:18][C:17]([F:20])=[CH:16][CH:15]=1)=[C:5]2[Cl:21] |f:1.2|. Procedure details: A mixture of 6-bromo-2,4-dichloro-3-(4-fluorobenzyl)quinoline (0.350 g, 0.909 mmol, Intermediate 4: step c) and a 0.5 M sodium methoxide in methanol solution (9.09 mL. 4.55 mmol) was stirred at reflux for 16 hours. The mixture was poured into ice water and extracted with EtOAc (2×). The combined EtOAc extract was dried (Na2SO4), filtered and evaporated in vacuo and purified by column chromatography with silica gel (heptane/CH2Cl2) to provide the title compound as a white solid. The reactants are O (water), ClCC1=CN=C(S1)C=1NC2=C(C=CC(=C2C1)C)N(S(=O)(=O)C=1SC=CC1)C (N-{2-[5-(chloromethyl)-1,3-thiazol-2-yl]-4-methyl-1H-indol-7-yl}-N-methylthiophene-2-sulfonamide), N1CC(CC1)O (3-pyrrolidinol), C([O-])([O-])=O.[K+].[K+] (potassium carbonate). Solvent: CN(C=O)C (N,N-dimethylformamide). Reaction conditions: time 18 hour. The product is OC1CN(CC1)CC1=CN=C(S1)C=1NC2=C(C=CC(=C2C1)C)N(S(=O)(=O)C=1SC=CC1)C (N-(2-{5-[(3-hydroxypyrrolidin-1-yl)methyl]-1,3-thiazol-2-yl}-4-methyl-1H-indol-7-yl)-N-methylthiophene-2-sulfonamide). Isolated yield 58.6%. RXN SMILES: Cl[CH2:2][C:3]1[S:7][C:6]([C:8]2[NH:9][C:10]3[C:15]([CH:16]=2)=[C:14]([CH3:17])[CH:13]=[CH:12][C:11]=3[N:18]([CH3:27])[S:19]([C:22]2[S:23][CH:24]=[CH:25][CH:26]=2)(=[O:21])=[O:20])=[N:5][CH:4]=1.[NH:28]1[CH2:32][CH2:31][CH:30]([OH:33])[CH2:29]1.C(=O)([O-])[O-].[K+].[K+].O>CN(C)C=O>[OH:33][CH:30]1[CH2:31][CH2:32][N:28]([CH2:2][C:3]2[S:7][C:6]([C:8]3[NH:9][C:10]4[C:15]([CH:16]=3)=[C:14]([CH3:17])[CH:13]=[CH:12][C:11]=4[N:18]([CH3:27])[S:19]([C:22]3[S:23][CH:24]=[CH:25][CH:26]=3)(=[O:21])=[O:20])=[N:5][CH:4]=2)[CH2:29]1 |f:2.3.4|. Reported procedure: To a solution of N-{2-[5-(chloromethyl)-1,3-thiazol-2-yl]-4-methyl-1H-indol-7-yl}-N-methylthiophene-2-sulfonamide (0.13 g) and 3-pyrrolidinol (60 mg) in N,N-dimethylformamide (8 ml) was added potassium carbonate (110 mg) under ice-cooling, and the mixture was stirred at room temperature for 18 hr. The reaction solution was poured into water, and the mixture was extracted with ethyl acetate. The extract was washed with water and brine, dried over anhydrous magnesium sulfate, and concentrated unde... Reactants: O=C(CCCCCl)N1CCOCC1, [Na+], [OH-], O, Oc1ccc(S)cc1. Yields the product O=C(CCCCSc1ccc(O)cc1)N1CCOCC1. As a reaction SMILES: [Cl:9][CH2:10][CH2:11][CH2:12][CH2:13][C:14](=[O:15])[N:16]1[CH2:17][CH2:18][O:19][CH2:20][CH2:21]1.[Na+:23].[OH-:22].[OH2:24].[SH:1][c:2]1[cH:3][cH:4][c:5]([OH:8])[cH:6][cH:7]1>>[S:1]([c:2]1[cH:3][cH:4][c:5]([OH:8])[cH:6][cH:7]1)[CH2:10][CH2:11][CH2:12][CH2:13][C:14](=[O:15])[N:16]1[CH2:17][CH2:18][O:19][CH2:20][CH2:21]1. The reactants are COC1=C(C=CC=C1)C1=NOC(=C1C(=O)O)C (3-(2-methoxyphenyl)-5-methylisoxazole-4-carboxylic acid), ClC1=CC(=C(N)C=C1N1CCNCC1)[N+](=O)[O-] (4-chloro-2-nitro-5-(piperazin-1-yl)aniline), C(CCl)Cl (EDC), CN(C)C=O (DMF). Reagents/catalysts: CN(C1=CC=NC=C1)C (N,N-dimethylpyridin-4-amine). Run in C(Cl)Cl (DCM), C(Cl)Cl (DCM). Product: NC=1C(=CC(=C(C1)N1CCN(CC1)C(=O)C=1C(=NOC1C)C1=C(C=CC=C1)OC)Cl)[N+](=O)[O-] ((4-(5-amino-2-chloro-4-nitrophenyl)piperazin-1-yl)(3-(2-methoxyphenyl)-5-methylisoxazol-4-yl)methanone). Isolated yield 38.9%. Reaction SMILES: [CH3:1][O:2][C:3]1[CH:8]=[CH:7][CH:6]=[CH:5][C:4]=1[C:9]1[C:13]([C:14]([OH:16])=O)=[C:12]([CH3:17])[O:11][N:10]=1.[Cl:18][C:19]1[C:25]([N:26]2[CH2:31][CH2:30][NH:29][CH2:28][CH2:27]2)=[CH:24][C:22]([NH2:23])=[C:21]([N+:32]([O-:34])=[O:33])[CH:20]=1.C(Cl)CCl.CN(C=O)C>CN(C)C1C=CN=CC=1.C(Cl)Cl>[NH2:23][C:22]1[C:21]([N+:32]([O-:34])=[O:33])=[CH:20][C:19]([Cl:18])=[C:25]([N:26]2[CH2:31][CH2:30][N:29]([C:14]([C:13]3[C:9]([C:4]4[CH:5]=[CH:6][CH:7]=[CH:8][C:3]=4[O:2][CH3:1])=[N:10][O:11][C:12]=3[CH3:17])=[O:16])[CH2:28][CH2:27]2)[CH:24]=1. Procedure: A mixture of 3-(2-methoxyphenyl)-5-methylisoxazole-4-carboxylic acid (363 mg, 1.558 mmol, Preparation A), 4-chloro-2-nitro-5-(piperazin-1-yl)aniline (400 mg, 1.558 mmol, prepared as described in [El-Abadelah, M. M.; Nazer, M. Z.; El-Abadla, N. S.; Awadallah, A. M. Asian Journal of Chemistry 1999, 11(4), 1463-1468.]), EDC (448 mg, 2.337 mmol), and N,N-dimethylpyridin-4-amine (571 mg, 4.67 mmol) in DCM (5 mL)/DMF (3 mL) was stirred overnight. The solution was diluted with DCM, then washed with wat... The reactants are COC1=CC=C2C=CC(=CC2=C1I)C#N (7-Methoxy-8-iodo-2-naphthalenecarbonitrile), C(\C=C/CO)O (cis-2-butene-1,4-diol), C(=O)(O)[O-].[Na+] (NaHCO3). Reagents/catalysts: Cl[Pd]Cl (PdCl2). Run in CN1C(CCC1)=O (N-methylpyrrolidinone). Product: COC1=CC=C2C=CC(=CC2=C1C(=CCO)CO)C#N ((±)-7-methoxy-8-[3-hydroxy-1-(hydroxymethyl)-1-propenyl]-2-naphthalenecarbonitrile). Yield: 81.3%. RXN SMILES: [CH3:1][O:2][C:3]1[C:12](I)=[C:11]2[C:6]([CH:7]=[CH:8][C:9]([C:14]#[N:15])=[CH:10]2)=[CH:5][CH:4]=1.[CH2:16]([OH:21])/[CH:17]=[CH:18]\[CH2:19][OH:20].C([O-])(O)=O.[Na+]>CN1CCCC1=O.Cl[Pd]Cl>[CH3:1][O:2][C:3]1[C:12]([C:17]([CH2:16][OH:21])=[CH:18][CH2:19][OH:20])=[C:11]2[C:6]([CH:7]=[CH:8][C:9]([C:14]#[N:15])=[CH:10]2)=[CH:5][CH:4]=1 |f:2.3|. Reported procedure: A solution of Example 53B (3.09 g, 10 mmol), PdCl2 (120 mg, 1 mmol), cis-2-butene-1,4-diol (1.23 mL, 15 mmol) and NaHCO3 (1.01 g, 12 mmol) in N-methylpyrrolidinone (10 mL) was stirred at 130° C. for 1 h, cooled to room temperature and chromatographed on silica gel with 30% ethyl acetate/hexanes to provide 2.19 g of the title compound as a mixture of diastereomers.